The task is: describe an organic reaction: reactants, conditions, products, and yield. This data is from the Open Reaction Database (ORD), a public repository of structured organic reaction records. Procedure details: 6.6 g. of 4-hydroxymethyl-4-phenylcyclohexanone is dissolved in 40 ml. of pyridine and 20 ml. acetic anhydride. After about 20 hours of standing at room temperature, the mixture is poured into ice and water. The gum that precipitates is extracted with ether. The organic layer is washed successively with water, 2.5 N hydrochloric acid, water, sodium bicarbonate solution, and brine, and then evaporated to dryness. The solid residue is recrystallized from Skellysolve B to give 6.74 g. (35.8% yield)... Isolated yield 35.8%. Product: C(C)(=O)OCC1(CCC(CC1)=O)C1=CC=CC=C1 (4-acetoxymethyl-4-phenylcyclohexanone). Reactants: OCC1(CCC(CC1)=O)C1=CC=CC=C1 (4-hydroxymethyl-4-phenylcyclohexanone), N1=CC=CC=C1 (pyridine), C(C)(=O)OC(C)=O (acetic anhydride). Solvent: O (water). Run at time 20 hour. Reaction SMILES: [OH:1][CH2:2][C:3]1([C:10]2[CH:15]=[CH:14][CH:13]=[CH:12][CH:11]=2)[CH2:8][CH2:7][C:6](=[O:9])[CH2:5][CH2:4]1.N1C=CC=CC=1.[C:22](OC(=O)C)(=[O:24])[CH3:23]>O>[C:22]([O:1][CH2:2][C:3]1([C:10]2[CH:11]=[CH:12][CH:13]=[CH:14][CH:15]=2)[CH2:4][CH2:5][C:6](=[O:9])[CH2:7][CH2:8]1)(=[O:24])[CH3:23]. Starting materials: C(C1=CC=CC=C1)N1CC=2N=CN=C(C2CC1)Cl (7-benzyl-4-chloro-5,6,7,8-tetrahydropyrido[3,4-d]pyrimidine), C1=NC(=CC2=CC=CC=C12)C=1C=C(N)C=CC1C (3-(isoquinolin-3-yl)-4-methylaniline), CC=1C=CC(=CC1)S(=O)(=O)O (pTSA). Run in C(C)(C)O (isopropanol). Product: C(C1=CC=CC=C1)N1CC=2N=CN=C(C2CC1)NC1=CC(=C(C=C1)C)C=1N=CC2=CC=CC=C2C1 (7-Benzyl-N-(3-(isoquinolin-3-yl)-4-methylphenyl)-5,6,7,8-tetrahydropyrido[3,4-d]pyrimidin-4-amine). As a reaction SMILES: [CH2:1]([N:8]1[CH2:17][CH2:16][C:15]2[C:14](Cl)=[N:13][CH:12]=[N:11][C:10]=2[CH2:9]1)[C:2]1[CH:7]=[CH:6][CH:5]=[CH:4][CH:3]=1.[CH:19]1[C:28]2[C:23](=[CH:24][CH:25]=[CH:26][CH:27]=2)[CH:22]=[C:21]([C:29]2[CH:30]=[C:31]([CH:33]=[CH:34][C:35]=2[CH3:36])[NH2:32])[N:20]=1.CC1C=CC(S(O)(=O)=O)=CC=1>C(O)(C)C>[CH2:1]([N:8]1[CH2:17][CH2:16][C:15]2[C:14]([NH:32][C:31]3[CH:33]=[CH:34][C:35]([CH3:36])=[C:29]([C:21]4[N:20]=[CH:19][C:28]5[C:23]([CH:22]=4)=[CH:24][CH:25]=[CH:26][CH:27]=5)[CH:30]=3)=[N:13][CH:12]=[N:11][C:10]=2[CH2:9]1)[C:2]1[CH:7]=[CH:6][CH:5]=[CH:4][CH:3]=1. Procedure details: To a reaction vessel containing 7-benzyl-4-chloro-5,6,7,8-tetrahydropyrido[3,4-d]pyrimidine (518 mg, 2 mmol), 3-(isoquinolin-3-yl)-4-methylaniline (470 mg, 2 mmol), pTSA (144 mg, 0.6 mmol) is added isopropanol (7 ml). The vessel is purged with nitrogen, sealed. The reaction vessel is placed in a microwave reactor and irradiated for 30 minutes at 130° C. The reaction mixture is cooled to room temperature and diluted with ethyl acetate. It is washed with saturated aqueous NaHCO3, water and brine, ... Reported procedure: Potassium hydroxide (85% assay, 113.8 g, 1.73 mol) was dissolved in distilled water (750 ml) and to the solution was added 2-bromo-3-hydroxypyridine (300 g, 1.72 mol), ethylenediaminetetraacetic acid sodium salt (2 mmol %, 13.1 g, 0.034 mmol) and formalin (3741% w/v 470 ml, 5.95 mmol). The stirred mixture was heated at 90°-95° C. until the assay (HPLC) of remaining starting material fell below 3% (approx 5 h) . The reaction mixture was then cooled to room temperature and glacial acetic acid (103... Run at time 2 hour. Product: BrC1=NC(=CC=C1O)CO (2-Bromo-3-hydroxy-6-hydroxymethylpyridine). RXN SMILES: [OH-].[K+].[Br:3][C:4]1[C:9]([OH:10])=[CH:8][CH:7]=[CH:6][N:5]=1.[Na+].C(N(CC([O-])=O)CC([O-])=O)CN(CC([O-])=O)C[C:16]([O-])=[O:17].[Na+].[Na+].[Na+].C=O>O.C(O)(=O)C>[Br:3][C:4]1[C:9]([OH:10])=[CH:8][CH:7]=[C:6]([CH2:16][OH:17])[N:5]=1 |f:0.1,3.4.5.6.7|. Run in O (water), C(C)(=O)O (acetic acid). Reactants: BrC1=NC=CC=C1O (2-bromo-3-hydroxypyridine), [Na+].C(CN(CC(=O)[O-])CC(=O)[O-])N(CC(=O)[O-])CC(=O)[O-].[Na+].[Na+].[Na+] (ethylenediaminetetraacetic acid sodium salt), C=O (formalin), [OH-].[K+] (Potassium hydroxide).